Dataset: the Open Reaction Database (ORD), a public repository of structured organic reaction records. Task: describe an organic reaction: reactants, conditions, products, and yield Starting materials: BrC=1C=CC(=C(C1)C1(NC(OC1)=O)C)F ((RS)-4-(5-bromo-2-fluoro-phenyl)-4-methyl-oxazolidin-2-one). Run in C(C)O.ClCCl.CCCCCCC (ethanol dichloromethane heptane). Yields the product BrC=1C=CC(=C(C1)[C@]1(NC(OC1)=O)C)F ((R)-(−)-4-(5-bromo-2-fluoro-phenyl)-4-methyl-oxazolidin-2-one). As a reaction SMILES: [Br:1][C:2]1[CH:3]=[CH:4][C:5]([F:15])=[C:6]([C:8]2([CH3:14])[CH2:12][O:11][C:10](=[O:13])[NH:9]2)[CH:7]=1>C(O)C.ClCCl.CCCCCCC>[Br:1][C:2]1[CH:3]=[CH:4][C:5]([F:15])=[C:6]([C@:8]2([CH3:14])[CH2:12][O:11][C:10](=[O:13])[NH:9]2)[CH:7]=1 |f:1.2.3|. Reported procedure: A solution of the (RS)-4-(5-bromo-2-fluoro-phenyl)-4-methyl-oxazolidin-2-one (20.2 g) in ethanol/dichloromethane/heptane (4/2/2) was divided in 1 g aliquots which were separated on chiral HPLC (Chiralpak AD) using a 90:10-mixture of ethanol and heptane as the eluent. The first eluting enantiomer (retention time: 7.98 min), the (R)-(−)-4-(5-bromo-2-fluoro-phenyl)-4-methyl-oxazolidin-2-one (intermediate C5A), was obtained as a brownish crystalline solid (9.154 g, 45.3% of theory), and the second e... Starting materials: CN1C(C(=CC2=C1N=C(N=C2)SC)C2=C(C=CC(=C2)C2=NN=CN2)C)=O (8-Methyl-2-methylsulfanyl-6-[2-methyl-5-(4H-[1,2,4]triazol-3-yl)-phenyl]-8H-pyrido[2,3-d]pyrimidin-7-one), OOS(=O)[O-].[K+] (OXONE), sulfonyl, NC1CCOCC1 (4-amino-tetrahydropyran). Product: CN1C(C(=CC2=C1N=C(N=C2)NC2CCOCC2)C2=C(C=CC(=C2)C2=NN=CN2)C)=O (8-methyl-6-[2-methyl-5-(4H-[1,2,4]triazol-3-yl)-phenyl]-2-(tetrahydro-pyran-4-ylamino)-8H-pyrido[2,3-d]pyrimidin-7-one). Reaction SMILES: [CH3:1][N:2]1[C:7]2[N:8]=[C:9](SC)[N:10]=[CH:11][C:6]=2[CH:5]=[C:4]([C:14]2[CH:19]=[C:18]([C:20]3[NH:24][CH:23]=[N:22][N:21]=3)[CH:17]=[CH:16][C:15]=2[CH3:25])[C:3]1=[O:26].OOS([O-])=O.[K+].[NH2:33][CH:34]1[CH2:39][CH2:38][O:37][CH2:36][CH2:35]1>>[CH3:1][N:2]1[C:7]2[N:8]=[C:9]([NH:33][CH:34]3[CH2:39][CH2:38][O:37][CH2:36][CH2:35]3)[N:10]=[CH:11][C:6]=2[CH:5]=[C:4]([C:14]2[CH:19]=[C:18]([C:20]3[NH:24][CH:23]=[N:22][N:21]=3)[CH:17]=[CH:16][C:15]=2[CH3:25])[C:3]1=[O:26] |f:1.2|. Procedure: 8-Methyl-2-methylsulfanyl-6-[2-methyl-5-(4H-[1,2,4]triazol-3-yl)-phenyl]-8H-pyrido[2,3-d]pyrimidin-7-one was treated with OXONE™ following the procedure of step 3 of Example 1, and the resulting sulfonyl compound was treated with 4-amino-tetrahydropyran using the procedure of step 4 of Example 1, to give 8-methyl-6-[2-methyl-5-(4H-[1,2,4]triazol-3-yl)-phenyl]-2-(tetrahydro-pyran-4-ylamino)-8H-pyrido[2,3-d]pyrimidin-7-one: MS (M+H)=418, MP=214.9-216.0° C. Reactants: CC(C)(O)c1ccc2c(c1)C(=CCCBr)c1cccnc1CO2, O=C([O-])[O-], CC#N, N#CC1(c2ccc(Cl)cc2)CCNCC1, [K+], [K+], O. Product: CC(C)(O)c1ccc2c(c1)C(=CCCN1CCC(C#N)(c3ccc(Cl)cc3)CC1)c1cccnc1CO2. As a reaction SMILES: [Br:22][CH2:23][CH2:24][CH:25]=[C:26]1[c:27]2[c:28]([cH:37][cH:38][c:39]([C:41]([CH3:42])([CH3:43])[OH:44])[cH:40]2)[O:29][CH2:30][c:31]2[c:32]1[cH:33][cH:34][cH:35][n:36]2.[C:16](=[O:17])([O-:18])[O-:19].[C:46](#[N:47])[CH3:48].[Cl:1][c:2]1[cH:3][cH:4][c:5]([C:8]2([C:14]#[N:15])[CH2:9][CH2:10][NH:11][CH2:12][CH2:13]2)[cH:6][cH:7]1.[K+:20].[K+:21].[OH2:45]>>[Cl:1][c:2]1[cH:3][cH:4][c:5]([C:8]2([C:14]#[N:15])[CH2:9][CH2:10][N:11]([CH2:23][CH2:24][CH:25]=[C:26]3[c:27]4[c:28]([cH:37][cH:38][c:39]([C:41]([CH3:42])([CH3:43])[OH:44])[cH:40]4)[O:29][CH2:30][c:31]4[c:32]3[cH:33][cH:34][cH:35][n:36]4)[CH2:12][CH2:13]2)[cH:6][cH:7]1. Reactants: ClC1=CC2=C(C=3N(CCO2)C=C(N3)C3=NC(=NN3CC(F)(F)F)CO)C=N1 ((5-(9-chloro-5,6-dihydroimidazo[1,2-d]pyrido[3,4-f][1,4]oxazepin-2-yl)-1-(2,2,2-trifluoroethyl)-1H-1,2,4-triazol-3-yl)methanol), N1CCCC1 (pyrrolidine). Product: N1(CCCC1)C1=CC2=C(C=3N(CCO2)C=C(N3)C3=NC(=NN3CC(F)(F)F)CO)C=N1 ((5-(9-(pyrrolidin-1-yl)-5,6-dihydroimidazo[1,2-d]pyrido[3,4-f][1,4]oxazepin-2-yl)-1-(2,2,2-trifluoroethyl)-1H-1,2,4-triazol-3-yl)methanol). Reaction SMILES: Cl[C:2]1[N:27]=[CH:26][C:5]2[C:6]3[N:7]([CH:11]=[C:12]([C:14]4[N:18]([CH2:19][C:20]([F:23])([F:22])[F:21])[N:17]=[C:16]([CH2:24][OH:25])[N:15]=4)[N:13]=3)[CH2:8][CH2:9][O:10][C:4]=2[CH:3]=1.[NH:28]1[CH2:32][CH2:31][CH2:30][CH2:29]1>>[N:28]1([C:2]2[N:27]=[CH:26][C:5]3[C:6]4[N:7]([CH:11]=[C:12]([C:14]5[N:18]([CH2:19][C:20]([F:23])([F:22])[F:21])[N:17]=[C:16]([CH2:24][OH:25])[N:15]=5)[N:13]=4)[CH2:8][CH2:9][O:10][C:4]=3[CH:3]=2)[CH2:32][CH2:31][CH2:30][CH2:29]1. Procedure details: (5-(9-chloro-5,6-dihydroimidazo[1,2-d]pyrido[3,4-f][1,4]oxazepin-2-yl)-1-(2,2,2-trifluoroethyl)-1H-1,2,4-triazol-3-yl)methanol 387 was reacted with pyrrolidine to give 390 (13 mg) as a colorless solid. LCMS: 436.1. 1H NMR (400 MHz, DMSO) δ 9.05 (s, 1H), 7.93 (s, 1H), 5.95 (s, 1H), 5.84 (q, J=8.9 Hz, 2H), 5.32 (t, J=6.1 Hz, 1H), 4.50 (m, 4H), 4.45 (d, J=6.0 Hz, 2H), 3.41 (m, 4H), 1.95 (m, 4H)